This data is from the Open Reaction Database (ORD), a public repository of structured organic reaction records. The task is: describe an organic reaction: reactants, conditions, products, and yield Reactants: COB(OC)OC, CCCCCC, CN(C)CCN(C)C, COc1cccc(C(F)(F)F)c1, [Li]CCCC, N, C1CCOC1. Yields the product COc1cccc(C(F)(F)F)c1O. As a reaction SMILES: [CH3:18][O:19][B:20]([O:21][CH3:22])[O:23][CH3:24].[CH3:26][CH2:27][CH2:28][CH2:29][CH2:30][CH3:31].[CH3:37][N:38]([CH2:39][CH2:40][N:41]([CH3:42])[CH3:43])[CH3:44].[F:6][C:7]([c:8]1[cH:9][c:10]([O:14][CH3:15])[cH:11][cH:12][cH:13]1)([F:16])[F:17].[Li:1][CH2:2][CH2:3][CH2:4][CH3:5].[NH3:25].[O:32]1[CH2:33][CH2:34][CH2:35][CH2:36]1>>[F:6][C:7]([c:8]1[c:9]([OH:19])[c:10]([O:14][CH3:15])[cH:11][cH:12][cH:13]1)([F:16])[F:17]. Starting materials: FC(C(=O)O)(F)F (Trifluoroacetic acid), C(C)(C)(C)OC(=O)NCCC=1C=C2C(=CN(C2=CC1)CCC(=O)OC)CC=1C=NC=CC1 (methyl 5-(2-t-butoxycarbonylaminoethyl)-3-(3-pyridylmethyl)-1H-indole -1-propanoate), FC(C(=O)O)(F)F (trifluoroacetic acid). Run at time 3 hour. Run in ClCCl (dichloromethane). Isolated yield 65.1%. Procedure: Trifluoroacetic acid (5 ml) was added to a stirred solution of methyl 5-(2-t-butoxycarbonylaminoethyl)-3-(3-pyridylmethyl)-1H-indole -1-propanoate (5.0 g) in dry dichloromethane (50 ml) and the solution was stirred for 3 hours. An additional 5 ml of trifluoroacetic acid was then added and stirring was continued for a further 2 hours. The solution was evaporated and the residue was partitioned between dichloromethane and dilute aqueous ammonia. The aqueous layer was separated and extracted withdi... RXN SMILES: FC(F)(F)C(O)=O.C(OC([NH:15][CH2:16][CH2:17][C:18]1[CH:19]=[C:20]2[C:24](=[CH:25][CH:26]=1)[N:23]([CH2:27][CH2:28][C:29]([O:31][CH3:32])=[O:30])[CH:22]=[C:21]2[CH2:33][C:34]1[CH:35]=[N:36][CH:37]=[CH:38][CH:39]=1)=O)(C)(C)C>ClCCl>[NH2:15][CH2:16][CH2:17][C:18]1[CH:19]=[C:20]2[C:24](=[CH:25][CH:26]=1)[N:23]([CH2:27][CH2:28][C:29]([O:31][CH3:32])=[O:30])[CH:22]=[C:21]2[CH2:33][C:34]1[CH:35]=[N:36][CH:37]=[CH:38][CH:39]=1. Product: NCCC=1C=C2C(=CN(C2=CC1)CCC(=O)OC)CC=1C=NC=CC1 (Methyl 5-(2-aminoethyl)-3-(3-pyridylmethyl)-1H-indole-1-propanoate). The reactants are CC1=C(C=CC(=C1)C(CC)=O)C1=C(C=CC(=C1)[N+](=O)[O-])C (1-(2,2′-dimethyl-5′-nitrobiphenyl-4-yl)-1-propanone), N (ammonia). The reagents and catalysts are [Fe] (iron). Solvent: C(C)O (ethanol), O (water), C(C)(=O)O (acetic acid), C(C)(=O)OCC (ethyl acetate). Product: NC=1C=CC(=C(C1)C1=C(C=C(C=C1)C(CC)=O)C)C (1-(5 ′-Amino-2,2′-dimethylbiphenyl-4-yl)propan-1-one). RXN SMILES: [CH3:1][C:2]1[CH:7]=[C:6]([C:8](=[O:11])[CH2:9][CH3:10])[CH:5]=[CH:4][C:3]=1[C:12]1[CH:17]=[C:16]([N+:18]([O-])=O)[CH:15]=[CH:14][C:13]=1[CH3:21].N>C(O)C.O.C(O)(=O)C.C(OCC)(=O)C.[Fe]>[NH2:18][C:16]1[CH:15]=[CH:14][C:13]([CH3:21])=[C:12]([C:3]2[CH:4]=[CH:5][C:6]([C:8](=[O:11])[CH2:9][CH3:10])=[CH:7][C:2]=2[CH3:1])[CH:17]=1. Procedure: 2.2 g (7.8 mmol) of 1-(2,2′-dimethyl-5′-nitrobiphenyl-4-yl)-1-propanone are dissolved in a mixture of 80 ml of ethanol and 40 ml of water and 10 ml of acetic acid. The mixture is refluxed while 1.7 g (31 mmol) of iron powder are added. The medium is heated for 1 hour and then treated by addition of aqueous ammonia, cooled and filtered through Celite. The solution obtained is diluted in ethyl acetate and then washed with water, and the organic phase is dried and concentrated under reduced pressur... The reactants are [Br-].O=C1OC(C2=C1C=CC=C2)[P+](C2=CC=CC=C2)(C2=CC=CC=C2)C2=CC=CC=C2 ((3-oxo-1,3-dihydro-2-benzofuran-1-yl)(triphenyl) phosphonium bromide), O1CCCC1 (tetrahydrofuran), CC(C)([O-])C.[K+] (potassium tert-butoxide), ClC=1C=CC(=C(C=O)C1)[N+](=O)[O-] (5-chloro-2-nitro benzoaldehyde). The solvent is O (water). Run at time 5 minute. The product is ClC=1C=CC(=C(C=C2OC(C3=C2C=CC=C3)=O)C1)[N+](=O)[O-] (3-(5-chloro-2-nitrobenzylidene)-2-benzofuran-1(3H)-one). Yield: 49.7%. Reaction SMILES: [Br-].[O:2]=[C:3]1[C:7]2[CH:8]=[CH:9][CH:10]=[CH:11][C:6]=2[CH:5]([P+](C2C=CC=CC=2)(C2C=CC=CC=2)C2C=CC=CC=2)[O:4]1.O1CCCC1.CC(C)([O-])C.[K+].[Cl:42][C:43]1[CH:44]=[CH:45][C:46]([N+:51]([O-:53])=[O:52])=[C:47]([CH:50]=1)[CH:48]=O>O>[Cl:42][C:43]1[CH:44]=[CH:45][C:46]([N+:51]([O-:53])=[O:52])=[C:47]([CH:50]=1)[CH:48]=[C:5]1[C:6]2[CH:11]=[CH:10][CH:9]=[CH:8][C:7]=2[C:3](=[O:2])[O:4]1 |f:0.1,3.4|. Procedure: To a mixture of (3-oxo-1,3-dihydro-2-benzofuran-1-yl)(triphenyl) phosphonium bromide (5.1 g) and tetrahydrofuran (50 mL) were added potassium tert-butoxide (1.3 g) and 5-chloro-2-nitro benzoaldehyde (1.0 g) at room temperature under an argon atmosphere, followed by stirring for 5 minutes. To the reaction mixture was added water, followed by extraction with ethyl acetate. The organic layer was washed with saturated brine and dried over anhydrous sodium sulfate. After filtration, the filtrate was ... The reactants are BrC1=C(N=CN1C)C1=NC=CC(=C1)C#N (2-(5-bromo-1-methyl-1H-imidazol-4-yl)pyridine-4-carbonitrile), N1C=CC2=CC=C(C=C12)B(O)O (6-indolylboronic acid). Yields the product N1C=CC2=CC=C(C=C12)C1=C(N=CN1C)C1=NC=CC(=C1)C#N (2-[5-(1H-indol-6-yl)-1-methyl-1H-imidazol-4-yl]pyridine-4-carbonitrile). Reaction SMILES: Br[C:2]1[N:6]([CH3:7])[CH:5]=[N:4][C:3]=1[C:8]1[CH:13]=[C:12]([C:14]#[N:15])[CH:11]=[CH:10][N:9]=1.[NH:16]1[C:24]2[C:19](=[CH:20][CH:21]=[C:22](B(O)O)[CH:23]=2)[CH:18]=[CH:17]1>>[NH:16]1[C:24]2[C:19](=[CH:20][CH:21]=[C:22]([C:2]3[N:6]([CH3:7])[CH:5]=[N:4][C:3]=3[C:8]3[CH:13]=[C:12]([C:14]#[N:15])[CH:11]=[CH:10][N:9]=3)[CH:23]=2)[CH:18]=[CH:17]1. Procedure details: The title compound was prepared from 2-(5-bromo-1-methyl-1H-imidazol-4-yl)pyridine-4-carbonitrile and 6-indolylboronic acid according to the procedure for the preparation of Example 3, part A. [M+H] Calc'd for C18H13N5, 300. Found, 300. Conditions: time 4 hour. Starting materials: COC(CC1CCC(CC1)C1=CC=C(C=C1)C1=NC=C(C=C1)N)=O ({4-[4-(5-Amino-pyridin-2-yl)-phenyl]-cyclohexyl}-acetic acid methyl ester), N1=CC=CC=C1 (pyridine), FC(C1=CC=C(C=C1)S(=O)(=O)Cl)(F)F (4-Trifluoromethyl-benzenesulfonyl chloride). As a reaction SMILES: [CH3:1][O:2][C:3](=[O:24])[CH2:4][CH:5]1[CH2:10][CH2:9][CH:8]([C:11]2[CH:16]=[CH:15][C:14]([C:17]3[CH:22]=[CH:21][C:20]([NH2:23])=[CH:19][N:18]=3)=[CH:13][CH:12]=2)[CH2:7][CH2:6]1.N1C=CC=CC=1.[F:31][C:32]([F:44])([F:43])[C:33]1[CH:38]=[CH:37][C:36]([S:39](Cl)(=[O:41])=[O:40])=[CH:35][CH:34]=1>CN(C1C=CN=CC=1)C.ClCCl>[CH3:1][O:2][C:3](=[O:24])[CH2:4][CH:5]1[CH2:10][CH2:9][CH:8]([C:11]2[CH:16]=[CH:15][C:14]([C:17]3[CH:22]=[CH:21][C:20]([NH:23][S:39]([C:36]4[CH:35]=[CH:34][C:33]([C:32]([F:31])([F:43])[F:44])=[CH:38][CH:37]=4)(=[O:41])=[O:40])=[CH:19][N:18]=3)=[CH:13][CH:12]=2)[CH2:7][CH2:6]1. Reagents/catalysts: CN(C)C=1C=CN=CC1 (DMAP). The product is COC(CC1CCC(CC1)C1=CC=C(C=C1)C1=NC=C(C=C1)NS(=O)(=O)C1=CC=C(C=C1)C(F)(F)F)=O ((4-{4-[5-(4-Trifluoromethyl-benzenesulfonylamino)-pyridin-2-yl]-phenyl}-cyclohexyl)-acetic acid methyl ester). Solvent: ClCCl (dichloromethane). Procedure details: To a solution of 0.300 g (0.925 mmol) of {4-[4-(5-Amino-pyridin-2-yl)-phenyl]-cyclohexyl}-acetic acid methyl ester, and 8 mL of dichloromethane was added 0.112 mL (1.39 mmol) of pyridine, 0.271 g (1.11 mmol) of 4-Trifluoromethyl-benzenesulfonyl chloride and 0.004 g (0.0277 mmol) DMAP. The dark orange solution was stirred at r.t. for 4 h. The mixture was extracted with dichloromethane, then washed with water, 1N HCl, and brine. Dried with Na2SO4. Purified on silica gel (EtOAc/Heptane, 9:1 to 6:4)...